describe an organic reaction: reactants, conditions, products, and yield From a dataset of the Open Reaction Database (ORD), a public repository of structured organic reaction records. Reactants: CC1=NC=CC(=C1)C1=CC(=C(C=C1)SCCC(=O)N)C(F)(F)F (3-[4-(2-Methyl-pyridin-4-yl)-2-trifluoromethyl-phenylsulfanyl]-propionamide), CC(C)([O-])C.[Na+] (sodium tert-butoxide), C(#N)C1(CC1)NC(=O)[C@@H]1C[C@@H](CN1C(=O)C1(CC1)C(F)(F)F)OS(=O)(=O)C1=CC=CC=C1 (benzenesulfonic acid (3S,5S)-5-(1-cyano-cyclopropylcarbamoyl)-1-(1-trifluoromethyl-cyclopropanecarbonyl)-pyrrolidin-3-yl ester). Run in O1CCCC1 (tetrahydrofuran), CN(C(C)=O)C (N,N-dimethylacetamide), CN(C(C)=O)C (N,N-dimethylacetamide), O (water). Conditions: time 2 hour. The product is C(#N)C1(CC1)NC(=O)[C@H]1N(C[C@@H](C1)SC1=C(C=C(C=C1)C1=CC(=NC=C1)C)C(F)(F)F)C(=O)C1(CC1)C(F)(F)F ((2S,4R)-4-[4-(2-Methyl-pyridin-4-yl)-2-trifluoromethyl-phenylsulfanyl]-1-(1-trifluoromethyl-cyclopropanecarbonyl)-pyrrolidine-2-carboxylic acid (1-cyano-cyclopropyl)-amide). Isolated yield 111.6%. RXN SMILES: [CH3:1][C:2]1[CH:7]=[C:6]([C:8]2[CH:13]=[CH:12][C:11]([S:14]CCC(N)=O)=[C:10]([C:20]([F:23])([F:22])[F:21])[CH:9]=2)[CH:5]=[CH:4][N:3]=1.CC(C)([O-])C.[Na+].[C:30]([C:32]1([NH:35][C:36]([C@H:38]2[N:42]([C:43]([C:45]3([C:48]([F:51])([F:50])[F:49])[CH2:47][CH2:46]3)=[O:44])[CH2:41][C@@H:40](OS(C3C=CC=CC=3)(=O)=O)[CH2:39]2)=[O:37])[CH2:34][CH2:33]1)#[N:31]>O1CCCC1.CN(C)C(=O)C.O>[C:30]([C:32]1([NH:35][C:36]([C@@H:38]2[CH2:39][C@@H:40]([S:14][C:11]3[CH:12]=[CH:13][C:8]([C:6]4[CH:5]=[CH:4][N:3]=[C:2]([CH3:1])[CH:7]=4)=[CH:9][C:10]=3[C:20]([F:22])([F:21])[F:23])[CH2:41][N:42]2[C:43]([C:45]2([C:48]([F:51])([F:49])[F:50])[CH2:46][CH2:47]2)=[O:44])=[O:37])[CH2:33][CH2:34]1)#[N:31] |f:1.2|. Procedure details: 3-[4-(2-Methyl-pyridin-4-yl)-2-trifluoromethyl-phenylsulfanyl]-propionamide (200 g, 588 mmol) was dissolved in tetrahydrofuran (1.0 L) before sodium tert-butoxide (55.5 g, 578 mmol) was added and the fine suspension was stirred for 2 h at room temperature. N,N-dimethylacetamide (500 mL) was added and the solution was stirred for further 1.5 h. A solution of benzenesulfonic acid (3S,5S)-5-(1-cyano-cyclopropylcarbamoyl)-1-(1-trifluoromethyl-cyclopropanecarbonyl)-pyrrolidin-3-yl ester (237.5 g, 504... Reactants: C(C)(C)(C)OC(N(C)CC1=CN(C(=C1)C1=CSC=C1C)S(=O)(=O)C=1C=NC=CC1)=O (tert-butyl{[5-(4-methyl-3-thienyl)-1-(pyridin-3-ylsulfonyl)-1H-pyrrol-3-yl]methyl}methylcarbamate), FC(C(=O)O)(F)F (trifluoroacetic acid), C(O)([O-])=O.[Na+] (sodium hydrogencarbonate). Reaction conditions: time 30 minute. The product is C(\C=C\C(=O)O)(=O)O.CNCC1=CN(C(=C1)C1=CSC=C1C)S(=O)(=O)C=1C=NC=CC1 (N-methyl-1-[5-(4-methyl-3-thienyl)-1-(pyridin-3-ylsulfonyl)-1H-pyrrol-3-yl]methanamine fumarate). Reaction SMILES: [C:1](O[C:6](=O)[N:7]([CH2:9][C:10]1[CH:14]=[C:13]([C:15]2[C:19]([CH3:20])=[CH:18][S:17][CH:16]=2)[N:12]([S:21]([C:24]2[CH:25]=[N:26][CH:27]=[CH:28][CH:29]=2)(=[O:23])=[O:22])[CH:11]=1)C)(C)(C)C.[C:31](=[O:34])([O-:33])O.[Na+].F[C:37](F)(F)[C:38]([OH:40])=[O:39]>>[C:38]([OH:40])(=[O:39])/[CH:37]=[CH:1]/[C:31]([OH:33])=[O:34].[CH3:6][NH:7][CH2:9][C:10]1[CH:14]=[C:13]([C:15]2[C:19]([CH3:20])=[CH:18][S:17][CH:16]=2)[N:12]([S:21]([C:24]2[CH:25]=[N:26][CH:27]=[CH:28][CH:29]=2)(=[O:22])=[O:23])[CH:11]=1 |f:1.2,4.5|. Procedure details: By a similar reaction as in Example 59 and using tert-butyl{[5-(4-methyl-3-thienyl)-1-(pyridin-3-ylsulfonyl)-1H-pyrrol-3-yl]methyl}methylcarbamate (943 mg), the title compound was obtained as colorless crystals (yield 553 mg, 57%). More specifically, tert-butyl{[5-(4-methyl-3-thienyl)-1-(pyridin-3-ylsulfonyl)-1H-pyrrol-3-yl]methyl}methylcarbamate (943 mg) was dissolved in trifluoroacetic acid (3 mL), and the mixture was stirred at room temperature for 30 min. The reaction mixture was basified wi... Reactants: FC1=C(C=CC=C1)C(C#N)(CCC(C)N(CC1=CC=CC=C1)C)C(C)C ((±)-2-fluoro-α-(1-methylethyl)-α-[3-methyl[methyl(phenylmethyl) amino]propyl]benzeneaceto-nitrile), Cl (hydrochloric acid). The solvent is CO (methanol), CO (methanol). Product: Cl.FC1=C(C=CC=C1)C(C#N)(CCCN(CC1=CC=CC=C1)C)C(C)C ((±)-2-fluoro-α-(1-methylethyl)-α-[3-[methyl (phenylmethyl)amino]propyl]benzeneacetonitrile, monohydrochloride). As a reaction SMILES: [F:1][C:2]1[CH:7]=[CH:6][CH:5]=[CH:4][C:3]=1[C:8]([CH:24]([CH3:26])[CH3:25])([CH2:11][CH2:12][CH:13]([N:15]([CH3:23])[CH2:16][C:17]1[CH:22]=[CH:21][CH:20]=[CH:19][CH:18]=1)C)[C:9]#[N:10].[ClH:27]>CO>[ClH:27].[F:1][C:2]1[CH:7]=[CH:6][CH:5]=[CH:4][C:3]=1[C:8]([CH:24]([CH3:26])[CH3:25])([CH2:11][CH2:12][CH2:13][N:15]([CH3:23])[CH2:16][C:17]1[CH:22]=[CH:21][CH:20]=[CH:19][CH:18]=1)[C:9]#[N:10] |f:3.4|. Procedure: A solution of the product of Example 8, Step (c) (470 mg) in methanol (10 mL) was acidified with a solution of hydrochloric acid in methanol. The solvent was evaporated, and the residue was dried by azeotropic distillation with toluene. Crystallization of the residue from ethyl acetate gave the title compound (333 mg) as a white, crystalline solid, m.p. 164° C., characterized as follows: Analysis for C22H28FN2Cl (MW 374.93); Calc'd: C, 70.47; H, 7.53; N, 7.47; Found: C, 70.36; H, 7.54; N, 7.42. Starting materials: Cc1cc(Br)ccc1CBr, [C-]#N, CCCCCC, CCOCC, [Na+], [Na+], O=C([O-])O, CN(C)C=O, O. Product: Cc1cc(Br)ccc1CC#N. Reaction SMILES: [Br:1][c:2]1[cH:3][c:4]([CH3:10])[c:5]([CH2:8][Br:9])[cH:6][cH:7]1.[C-:11]#[N:12].[CH3:25][CH2:26][CH2:27][CH2:28][CH2:29][CH3:30].[CH3:31][CH2:32][O:33][CH2:34][CH3:35].[Na+:13].[Na+:19].[O-:15][C:16]([OH:17])=[O:18].[O:20]=[CH:21][N:22]([CH3:23])[CH3:24].[OH2:14]>>[Br:1][c:2]1[cH:3][c:4]([CH3:10])[c:5]([CH2:8][C:11]#[N:12])[cH:6][cH:7]1. The reactants are CCO, Clc1ncc(Cl)c(Cl)n1, [Na+], [Na+], O=C([O-])[O-], Nc1ccon1. Yields the product Clc1ncc(Cl)c(Nc2ccon2)n1. RXN SMILES: [CH3:22][CH2:23][OH:24].[Cl:7][c:8]1[n:9][cH:10][c:11]([Cl:15])[c:12]([Cl:14])[n:13]1.[Na+:16].[Na+:17].[O-:18][C:19](=[O:20])[O-:21].[o:1]1[n:2][c:3]([NH2:6])[cH:4][cH:5]1>>[o:1]1[n:2][c:3]([NH:6][c:12]2[c:11]([Cl:15])[cH:10][n:9][c:8]([Cl:7])[n:13]2)[cH:4][cH:5]1. The product is Cl.FC(OC=1C=C(C=CC1)C1=NN(C(=C1)C(=O)NC1=CC=C(C=C1)[C@H]1CNCCO1)CC)F ((S)-3-(3-(Difluoromethoxy)phenyl)-1-ethyl-N-(4-(morpholin-2-yl)phenyl)-1H-pyrazole-5-carboxamide hydrochloride). Conditions: temperature 60 celsius, time 8 hour. Isolated yield 63.0%. Procedure: To a solution of (S)-tert-butyl 2-(4-(3-(3-(difluoromethoxy)phenyl)-1-ethyl-1H-pyrazole-5-carboxamido)phenyl)morpholine-4-carboxylate (27 mg) (prepared in Example 41, b)) in Dioxane (40.8 μl) was added 4M−HCl in dioxane (117 μl, 470 μmol, Eq: 15). The reaction mixture was stirred at 60° C. overnight. To the mixture was added 2 ml of diethyl ether and stirred for 15 min at room temp. The mixture was filtered and concentrated in high vacuum to give the expected hydrochloride as a white solid (15 m... Reaction SMILES: [F:1][CH:2]([F:39])[O:3][C:4]1[CH:5]=[C:6]([C:10]2[CH:14]=[C:13]([C:15]([NH:17][C:18]3[CH:23]=[CH:22][C:21]([C@@H:24]4[O:29][CH2:28][CH2:27][N:26](C(OC(C)(C)C)=O)[CH2:25]4)=[CH:20][CH:19]=3)=[O:16])[N:12]([CH2:37][CH3:38])[N:11]=2)[CH:7]=[CH:8][CH:9]=1.[ClH:40].C(OCC)C>O1CCOCC1>[ClH:40].[F:39][CH:2]([F:1])[O:3][C:4]1[CH:5]=[C:6]([C:10]2[CH:14]=[C:13]([C:15]([NH:17][C:18]3[CH:19]=[CH:20][C:21]([C@@H:24]4[O:29][CH2:28][CH2:27][NH:26][CH2:25]4)=[CH:22][CH:23]=3)=[O:16])[N:12]([CH2:37][CH3:38])[N:11]=2)[CH:7]=[CH:8][CH:9]=1 |f:4.5|. Starting materials: C(C)OCC (diethyl ether), FC(OC=1C=C(C=CC1)C1=NN(C(=C1)C(=O)NC1=CC=C(C=C1)[C@H]1CN(CCO1)C(=O)OC(C)(C)C)CC)F ((S)-tert-butyl 2-(4-(3-(3-(difluoromethoxy)phenyl)-1-ethyl-1H-pyrazole-5-carboxamido)phenyl)morpholine-4-carboxylate), Cl (HCl). Solvent: O1CCOCC1 (Dioxane), O1CCOCC1 (dioxane).